From a dataset of the Open Reaction Database (ORD), a public repository of structured organic reaction records. describe an organic reaction: reactants, conditions, products, and yield The reactants are COC1=C(C=C(C=C1)OC)C#CC=1C=C2C(=NC=NC2=CC1)CC (6-[2-(2,5-dimethoxyphenyl)ethynyl]-4-ethyl-quinazoline). Reagents/catalysts: [Pd] (palladium). Run in C(C)(=O)OCC (ethyl acetate). Reaction conditions: time 8 hour. Product: COC1=C(C=C(C=C1)OC)CCC=1C=C2C(=NC=NC2=CC1)CC (6-[2-(2,5-Dimethoxyphenyl)ethyl]-4-ethyl-quinazoline). Reaction SMILES: [CH3:1][O:2][C:3]1[CH:8]=[CH:7][C:6]([O:9][CH3:10])=[CH:5][C:4]=1[C:11]#[C:12][C:13]1[CH:14]=[C:15]2[C:20](=[CH:21][CH:22]=1)[N:19]=[CH:18][N:17]=[C:16]2[CH2:23][CH3:24]>C(OCC)(=O)C.[Pd]>[CH3:1][O:2][C:3]1[CH:8]=[CH:7][C:6]([O:9][CH3:10])=[CH:5][C:4]=1[CH2:11][CH2:12][C:13]1[CH:14]=[C:15]2[C:20](=[CH:21][CH:22]=1)[N:19]=[CH:18][N:17]=[C:16]2[CH2:23][CH3:24]. Procedure: 150 mg of 6-[2-(2,5-dimethoxyphenyl)ethynyl]-4-ethyl-quinazoline are dissolved in 10 ml of ethyl acetate. After addition of 20 mg of palladium (10% on charcoal) the mixture is stirred overnight under an atmosphere of hydrogen and subsequently filtered over celite. The filtrate is evaporated in vacuo and the residue crystallised from cylohexane to obtain the title compound as colourless crystals. mp: 74°. Reactants: ClC1=CC=C(C=C1)NC(OCC1(OC1)C)=O (2-Methyloxiran-2-ylmethyl 4-chlorophenylcarbamate), [N+](=O)([O-])C=1NC=C(N1)[N+](=O)[O-] (2,4-dinitro-1H-imidazole), C(C)(=O)[O-].[Na+] (sodium acetate). Solvent: C(C)O (ethanol), C(C)O (ethanol). Reaction conditions: time 24 hour. The product is ClC1=CC=C(C=C1)NC(OCC1(CN2C(O1)=NC(=C2)[N+](=O)[O-])C)=O (2-methyl-6-nitro-2,3-dihydroimidazo[2,1-b]oxazol-2-ylmethyl 4-chlorophenylcarbamate). Yield: 21.9%. As a reaction SMILES: [Cl:1][C:2]1[CH:7]=[CH:6][C:5]([NH:8][C:9](=[O:16])[O:10][CH2:11][C:12]2([CH3:15])[CH2:14][O:13]2)=[CH:4][CH:3]=1.[N+]([C:20]1[NH:21][CH:22]=[C:23]([N+:25]([O-:27])=[O:26])[N:24]=1)([O-])=O.C([O-])(=O)C.[Na+]>C(O)C>[Cl:1][C:2]1[CH:3]=[CH:4][C:5]([NH:8][C:9](=[O:16])[O:10][CH2:11][C:12]2([CH3:15])[O:13][C:20]3=[N:24][C:23]([N+:25]([O-:27])=[O:26])=[CH:22][N:21]3[CH2:14]2)=[CH:6][CH:7]=1 |f:2.3|. Procedure details: 2-Methyloxiran-2-ylmethyl 4-chlorophenylcarbamate (1.1 g, 4.4 mmol) and 2,4-dinitro-1H-imidazole (0.35 g, 2.2 mmol) were suspended in ethanol (1 ml), and the resulting mixture was stirred at room temperature for 24 hours. Then, sodium acetate (0.36 g, 4.4 mmol) and ethanol (2 ml) were added to the mixture followed by stirring under reflux for 6 hours. The reaction mixture was concentrated under reduced pressure. The residue was added water, and the resulting mixture was extracted with ethyl acet... The reactants are BrC=1C=C(C=C(C1)Br)C (3,5-Dibromotoluene), S1C2=C(C=C1C=O)C=CC=C2 (benzo[b]thiophene-2-carboxaldehyde). Product: S1C2=C(C=C1CC1=CC(=CC(=C1)C)Br)C=CC=C2 (1-(Benzo[b]thiophen-2-ylmethyl)-3-bromo-5-methylbenzene). Reaction SMILES: Br[C:2]1[CH:3]=[C:4]([CH3:9])[CH:5]=[C:6]([Br:8])[CH:7]=1.[S:10]1[C:14]([CH:15]=O)=[CH:13][C:12]2[CH:17]=[CH:18][CH:19]=[CH:20][C:11]1=2>>[S:10]1[C:14]([CH2:15][C:2]2[CH:3]=[C:4]([CH3:9])[CH:5]=[C:6]([Br:8])[CH:7]=2)=[CH:13][C:12]2[CH:17]=[CH:18][CH:19]=[CH:20][C:11]1=2. Procedure details: 3,5-Dibromotoluene and benzo[b]thiophene-2-carboxaldehyde were treated in a manner similar to Reference Example 1 to give the target compound. Reactants: C(C)N(CCC(C)(N)C)C (N1-ethyl-N1,3-dimethylbutane-1,3-diamine), C(=O)(OCC1=CC=CC=C1)ON1C(=O)CCC1=O (CbzOSu). The solvent is C1CCOC1 (THF). Run at time 16 hour. Product: C(C)N(CCC(C)(C)NC(OCC1=CC=CC=C1)=O)C (Benzyl 4-(ethyl(methyl)amino)-2-methylbutan-2-ylcarbamate). Yield: 50.4%. RXN SMILES: [CH2:1]([N:3]([CH3:10])[CH2:4][CH2:5][C:6]([CH3:9])([NH2:8])[CH3:7])[CH3:2].[C:11](ON1C(=O)CCC1=O)([O:13][CH2:14][C:15]1[CH:20]=[CH:19][CH:18]=[CH:17][CH:16]=1)=[O:12]>C1COCC1>[CH2:1]([N:3]([CH3:10])[CH2:4][CH2:5][C:6]([NH:8][C:11](=[O:12])[O:13][CH2:14][C:15]1[CH:20]=[CH:19][CH:18]=[CH:17][CH:16]=1)([CH3:9])[CH3:7])[CH3:2]. Reported procedure: Crude N1-ethyl-N1,3-dimethylbutane-1,3-diamine (1.87 g, 12.9 mmol) was dissolved into THF (100 mL) and cooled in an ice bath. Solid CbzOSu (3.23 g, 1 equiv, 12.9 mmol) was added to the reaction in one portion. The reaction was left to stir at room temperature for 16 h. The solvent was removed and the residue was taken up in a mixture of ethyl acetate (150 mL) and water (50 mL). The layers were separated and the organic layer washed with 1 M sodium carbonate (2×50 mL) and brine (50 mL). The organ... Reactants: NC(C(=O)O)CCOC1=CC=CC2=CC=CC=C12 (2-amino-4-(1-naphthyloxy)butanoic acid), NC(C(=O)O)CCOC1=CC=CC=C1 (2-amino-4-phenoxy-butanoic acid). Product: NC(CO)CCOC1=CC=CC=C1 (2-amino-4-phenoxy-1-butanol). RXN SMILES: [NH2:1][CH:2]([CH2:6][CH2:7][O:8][C:9]1[C:18]2[C:13](=CC=CC=2)[CH:12]=[CH:11][CH:10]=1)[C:3](O)=[O:4].NC(CCOC1C=CC=CC=1)C(O)=O>>[NH2:1][CH:2]([CH2:6][CH2:7][O:8][C:9]1[CH:18]=[CH:13][CH:12]=[CH:11][CH:10]=1)[CH2:3][OH:4]. Procedure: In the same manner but replacing 2-amino-4-(1-naphthyloxy)butanoic acid with an equivalent amount of 2-amino-4-phenoxy-butanoic acid, described by Y. Knobler, et al., J. Org. Chem., 24, 1794 (1959), 2-amino-4-phenoxy-1-butanol, γmaxCHCl3 3230-3400, is obtained. The hydrochloric acid addition salt of 2-amino-4-phenoxy-1-butanol has mp 136-138° C., after recrystallization from methanol-diethyl ether.